This data is from the Open Reaction Database (ORD), a public repository of structured organic reaction records. The task is: describe an organic reaction: reactants, conditions, products, and yield Starting materials: CC=1C=CC2=C(C(CCS2)=O)C1 (6-Methyl-2,3-dihydro-4H-1-benzothiopyran-4-one), O (Water), Cl.NO (hydroxylamine hydrochloride), C(C)(=O)[O-].[Na+] (sodium acetate). Run in C(C)O (ethanol). Conditions: time 1 hour. The product is CC1=CC2=C(SCCC(N2)=O)C=C1 (7-methyl-2,3,4,5-tetrahydrobenzo[b]1,4-thiazepin-4-one). The yield is 23.7%. RXN SMILES: [CH3:1][C:2]1[CH:3]=[CH:4][C:5]2[S:10][CH2:9][CH2:8][C:7](=[O:11])[C:6]=2[CH:12]=1.Cl.[NH2:14]O.C([O-])(=O)C.[Na+].O>C(O)C>[CH3:1][C:2]1[CH:3]=[CH:4][C:5]2[S:10][CH2:9][CH2:8][C:7](=[O:11])[NH:14][C:6]=2[CH:12]=1 |f:1.2,3.4|. Procedure details: 6-Methyl-2,3-dihydro-4H-1-benzothiopyran-4-one (2g, 10.9 mmol) was dissloved in 80% ethanol (73 mL) and to this was added hydroxylamine hydrochloride (840 mg, 12.05 mmol) and sodium acetate (990 mg, 12.03 mmol). This mixture was heated at reflux for 3 hours. Water (150 mL) was added and then extracted with dichloromethane (3×100 mL), washed with brine (75 mL), water (75 mL), dried (sodium sulfate) and concentrated to residue. The residue was taken up in polyphosphoric acid (10 mL) and heated at ... The reactants are (NH4)2Ce(NO3)6, ClC1=CC(=C(C=C1)C=C)F (4-chloro-2-fluoro-1-vinylbenzene), C1(=CC=C(C=C1)S(=O)[O-])C.[Na+] (sodium p-toluenesulfinate), [Na+].[I-] (NaI). Run in CC#N (MeCN). Reaction conditions: time 3 hour. Product: ClC1=CC(=C(C=C1)C(CS(=O)(=O)C1=CC=C(C)C=C1)I)F (4-Chloro-2-fluoro-1-(1-iodo-2-tosylethyl)benzene). RXN SMILES: [Cl:1][C:2]1[CH:7]=[CH:6][C:5]([CH:8]=[CH2:9])=[C:4]([F:10])[CH:3]=1.[C:11]1([CH3:20])[CH:16]=[CH:15][C:14]([S:17]([O-:19])=[O:18])=[CH:13][CH:12]=1.[Na+].[Na+].[I-:23]>CC#N>[Cl:1][C:2]1[CH:7]=[CH:6][C:5]([CH:8]([I:23])[CH2:9][S:17]([C:14]2[CH:15]=[CH:16][C:11]([CH3:20])=[CH:12][CH:13]=2)(=[O:19])=[O:18])=[C:4]([F:10])[CH:3]=1 |f:1.2,3.4|. Reported procedure: To a mechanically stirred mixture of impure 4-chloro-2-fluoro-1-vinylbenzene (26.76 g, 154 mmol), sodium p-toluenesulfinate (28.8 g, 161 mmol) and NaI (34.6 g, 231 mmol) in MeCN (700 mL) was added (NH4)2Ce(NO3)6 (169 g, 308 mmol) portionwise. The mixture was stirred under a nitrogen atmosphere during 3 h at room temperature. The liquid was separated by decantation and the solids were washed with MeCN (3×100 mL). The solvent was evaporated in vacuo and re-dissolved in EtOAc (500 mL). The organic ... Starting materials: C(CC1=CC=CC=C1)[C@@H]1N(CCC1)C(=O)OC(C)(C)C ((S)-2-phenethyl-N-Boc-pyrrolidine). Reagents/catalysts: [Pd] (Pd—C). Product: C1(=CC=CC=C1)CCCCC=C[C@H]1N(CCC1)C(=O)OC(C)(C)C ((S)-2-(6-phenyl-hex-1-enyl)-N-Boc-pyrrolidine). The yield is 97.0%. Reaction SMILES: [CH2:1]([C@H:9]1[CH2:13][CH2:12][CH2:11][N:10]1[C:14]([O:16][C:17]([CH3:20])([CH3:19])[CH3:18])=[O:15])[CH2:2][C:3]1[CH:8]=[CH:7][CH:6]=[CH:5][CH:4]=1>[Pd]>[C:5]1([CH2:6][CH2:7][CH2:8][CH2:3][CH:2]=[CH:1][C@@H:9]2[CH2:13][CH2:12][CH2:11][N:10]2[C:14]([O:16][C:17]([CH3:18])([CH3:19])[CH3:20])=[O:15])[CH:4]=[CH:3][CH:2]=[CH:1][CH:9]=1. Procedure: (S)-2-phenethyl-N-Boc-pyrrolidine (44 a) (PAA 2-28). A 10-mL round-bottom flask fitted with a 3-way tap and balloon was charged with 160 mg of 10% Pd—C. The flask was evacuated and filled with hydrogen gas 10 times. EtOH (5 mL) was added via syringe and stirred for several minutes. Alkene 45 a (260 mg,) in 2 mL EtOH was added via syringe and stirred for 24 h. Hydrogen gas was added as the balloon deflated. Upon complete reaction the catalyst was removed by filtration. The product was concentrate... Starting materials: BrC=1C=CC(=NC1)NC1=C(C=C(C=N1)C1CN(CCO1)C(=O)OC(C)(C)C)C (tert-butyl (RS)-2-(6-(5-bromopyridin-2-ylamino)-5-methylpyridin-3-yl)morpholine-4-carboxylate), FC(C(=O)O)(F)F (trifluoroacetic acid), CCOC(=O)C.C1CCOC1 (EtOAc THF). The solvent is C(C)#N (acetonitrile), O (water). Run at temperature 80 celsius, time 3 hour. Yields the product BrC=1C=CC(=NC1)NC1=NC=C(C=C1C)C1CNCCO1 ((RS)—N-(5-bromopyridin-2-yl)-3-methyl-5-(morpholin-2-yl)pyridin-2-amine). The yield is 54.4%. Reaction SMILES: [Br:1][C:2]1[CH:3]=[CH:4][C:5]([NH:8][C:9]2[N:14]=[CH:13][C:12]([CH:15]3[O:20][CH2:19][CH2:18][N:17](C(OC(C)(C)C)=O)[CH2:16]3)=[CH:11][C:10]=2[CH3:28])=[N:6][CH:7]=1.FC(F)(F)C(O)=O.CCOC(C)=O.C1COCC1>C(#N)C.O>[Br:1][C:2]1[CH:3]=[CH:4][C:5]([NH:8][C:9]2[C:10]([CH3:28])=[CH:11][C:12]([CH:15]3[O:20][CH2:19][CH2:18][NH:17][CH2:16]3)=[CH:13][N:14]=2)=[N:6][CH:7]=1 |f:2.3|. Procedure details: To a stirred solution of tert-butyl (RS)-2-(6-(5-bromopyridin-2-ylamino)-5-methylpyridin-3-yl)morpholine-4-carboxylate (26 mg) in acetonitrile (1.5 ml) and water (4.5 ml) was added trifluoroacetic acid (45 μl). The reaction mixture was then capped and the mixture was shaken at 80° C. for 3 h. The reaction mixture was then cooled to room temperature and poured into EtOAc/THF (1:1) and washed with 1 M aq. NaOH. The organic layer was dried over Na2SO4 and concentrated in vacuo. The crude material w... Starting materials: CCc1nc2nc(C)cc(C)c2[nH]1, ClCCl, [H-], O=[N+]([O-])c1ccc(CBr)cc1, N#N, [Na+], CN(C)C=O. Product: CCc1nc2c(C)cc(C)nc2n1Cc1ccc([N+](=O)[O-])cc1. RXN SMILES: [CH3:1][c:2]1[cH:3][c:4]([CH3:13])[c:5]2[c:6]([n:7]1)[n:8][c:9]([CH2:11][CH3:12])[nH:10]2.[Cl:34][CH2:35][Cl:36].[H-:15].[N+:16](=[O:17])([O-:18])[c:19]1[cH:20][cH:21][c:22]([CH2:23][Br:24])[cH:25][cH:26]1.[N:27]#[N:28].[Na+:14].[O:29]=[CH:30][N:31]([CH3:32])[CH3:33]>>[CH3:1][c:2]1[cH:3][c:4]([CH3:13])[c:5]2[c:6]([n:7]1)[n:8]([CH2:23][c:22]1[cH:21][cH:20][c:19]([N+:16](=[O:17])[O-:18])[cH:26][cH:25]1)[c:9]([CH2:11][CH3:12])[n:10]2.